Dataset: the Open Reaction Database (ORD), a public repository of structured organic reaction records. Task: describe an organic reaction: reactants, conditions, products, and yield Reactants: C=Cc1ccccc1, CCO[SiH](OCC)OCC, CCCCCCCCCCCC(=O)O, CC(C)O. Product: CCO[Si](CCc1ccccc1)(OCC)OCC. RXN SMILES: [CH2:1]=[CH:2][c:3]1[cH:4][cH:5][cH:6][cH:7][cH:8]1.[CH2:9]([CH3:10])[O:11][SiH:12]([O:13][CH2:14][CH3:15])[O:16][CH2:17][CH3:18].[CH3:19][CH2:20][CH2:21][CH2:22][CH2:23][CH2:24][CH2:25][CH2:26][CH2:27][CH2:28][CH2:29][C:30](=[O:31])[OH:32].[CH:33]([OH:34])([CH3:35])[CH3:36]>>[CH2:1]([CH2:2][c:3]1[cH:4][cH:5][cH:6][cH:7][cH:8]1)[Si:12]([O:11][CH2:9][CH3:10])([O:13][CH2:14][CH3:15])[O:16][CH2:17][CH3:18]. Starting materials: CCN(CC)CCCBr, Br, O=C([O-])[O-], CN(C)C=O, [K+], [K+], Nc1nn(CCCN2CCCCC2)c2ccccc12, O. The product is CCN(CC)CCCNc1nn(CCCN2CCCCC2)c2ccccc12. Reaction SMILES: [Br:26][CH2:27][CH2:28][CH2:29][N:30]([CH2:31][CH3:32])[CH2:33][CH3:34].[BrH:25].[C:35](=[O:36])([O-:37])[O-:38].[CH3:1][N:2]([CH3:3])[CH:4]=[O:5].[K+:39].[K+:40].[N:6]1([CH2:12][CH2:13][CH2:14][n:15]2[n:16][c:17]([NH2:24])[c:18]3[cH:19][cH:20][cH:21][cH:22][c:23]23)[CH2:7][CH2:8][CH2:9][CH2:10][CH2:11]1.[OH2:41]>>[N:6]1([CH2:12][CH2:13][CH2:14][n:15]2[n:16][c:17]([NH:24][CH2:27][CH2:28][CH2:29][N:30]([CH2:31][CH3:32])[CH2:33][CH3:34])[c:18]3[cH:19][cH:20][cH:21][cH:22][c:23]23)[CH2:7][CH2:8][CH2:9][CH2:10][CH2:11]1. Reactants: FC=1C=C2C(C(=CN(C2=CC1F)CC)C(=O)O)=O (6,7-difluoro-1-ethyl-1,4-dihydro-4-oxoquinoline-3-carboxylic acid), CN1CCC(CC1)O (N-methyl-4-piperidinol), CN(C)C=O (DMF), [H-].[Na+] (sodium hydride), resultant mixture, resultant mixture. Solvent: O (water), C(Cl)(Cl)Cl (chloroform), C(C)(=O)O (acetic acid). The product is CN1CCC(CC1)OC1=C(C=C2C(C(=CN(C2=C1)CC)C(=O)O)=O)F (7-(1-Methyl-4-piperidyloxy)-1-ethyl-6-fluoro-1,4-dihydro-4-oxoquinoline-3-carboxylic acid). Isolated yield 9.9%. Reaction SMILES: [F:1][C:2]1[CH:3]=[C:4]2[C:9](=[CH:10][C:11]=1F)[N:8]([CH2:13][CH3:14])[CH:7]=[C:6]([C:15]([OH:17])=[O:16])[C:5]2=[O:18].[CH3:19][N:20]1[CH2:25][CH2:24][CH:23]([OH:26])[CH2:22][CH2:21]1.CN(C=O)C.[H-].[Na+]>O.C(Cl)(Cl)Cl.C(O)(=O)C>[CH3:19][N:20]1[CH2:25][CH2:24][CH:23]([O:26][C:11]2[CH:10]=[C:9]3[C:4]([C:5](=[O:18])[C:6]([C:15]([OH:17])=[O:16])=[CH:7][N:8]3[CH2:13][CH3:14])=[CH:3][C:2]=2[F:1])[CH2:22][CH2:21]1 |f:3.4|. Procedure: To a mixture of 280 mg of 6,7-difluoro-1-ethyl-1,4-dihydro-4-oxoquinoline-3-carboxylic acid, 345 mg of N-methyl-4-piperidinol and 4 ml of DMF was added 200 mg of 50% sodium hydride while the former was stirred under ice cooling. After the resultant mixture was stirred for 2 hours at room temperature, 260 mg of acetic acid was added, followed by the addition of chloroform and water. The resultant mixture was thoroughly shaken and mixed. The chloroform layer was collected, washed with water, and t... Starting materials: 2,4-Dimethoxypyrid-1-oxide, Cl (HCl), OC1=[N+](C=CC(=C1)O)[O-] (2,4-dihydroxypyridine-1-oxide). Product: ON1C(C=C(C=C1)O)=O (1,4-Dihydroxypyrid-2-one). The yield is 30.0%. As a reaction SMILES: Cl.[OH:2][C:3]1[CH:8]=[C:7]([OH:9])[CH:6]=[CH:5][N+:4]=1[O-:10]>>[OH:10][N:4]1[CH:5]=[CH:6][C:7]([OH:9])=[CH:8][C:3]1=[O:2]. Procedure details: 2,4-Dimethoxypyrid-1-oxide is refluxed together with 20% w/v HCl for 13 hours. On cooling the solution 2,4-dihydroxypyridine-1-oxide is obtained as an orange-white solid (0.42 g, 30%), δ(d6DMSO+trace of D2O), 6.08 (s, 1H), 6.12 (q, 1H), 7.88 (d, 1H). Reactants: O (water), C(OC)(OC)=O (dimethyl carbonate), [H-].[Na+] (sodium hydride), C(C)(=O)C1=NC=CN=C1C (2-acetyl-3-methylpyrazine). Solvent: C(C)(=O)O (acetic acid), C1(=CC=CC=C1)C (toluene), C1(=CC=CC=C1)C (toluene). Reaction conditions: temperature 80 celsius, time 1 hour. Product: CC=1C(=NC=CN1)C(CC(=O)OC)=O (methyl 3-(3-methyl-2-pyrazinyl)-3-oxopropionate). As a reaction SMILES: [C:1](=[O:6])([O:4][CH3:5])OC.[H-].[Na+].[C:9]([C:12]1[C:17]([CH3:18])=[N:16][CH:15]=[CH:14][N:13]=1)(=[O:11])[CH3:10].O>C1(C)C=CC=CC=1.C(O)(=O)C>[CH3:18][C:17]1[C:12]([C:9](=[O:11])[CH2:10][C:1]([O:4][CH3:5])=[O:6])=[N:13][CH:14]=[CH:15][N:16]=1 |f:1.2|. Reported procedure: 21.4 g of dimethyl carbonate was added dropwise to a stirred mixture of 5.7 g of sodium hydride and 100 ml of toluene at room temperature. Then the mixture was heated to 80° C. and a solution of 16.1 g of 2-acetyl-3-methylpyrazine in 75 ml of toluene was added dropwise and the mixture was stirred at 75° C. for one hour. The mixture was cooled, 100 ml of water was added and the mixture was acidified with glacial acetic acid. The organic phase was separated, dried (Na2SO4) and stripped of volatile...